From a dataset of the Open Reaction Database (ORD), a public repository of structured organic reaction records. describe an organic reaction: reactants, conditions, products, and yield Starting materials: Cl.FC(OC1=CC=C(C=C1)NN)(F)F ((4-trifluoromethoxyphenyl)-hydrazine hydrochloride), ClCCC(=O)Cl (3-chloropropionyl chloride), CCN(C(C)C)C(C)C (DIEA). Run in C1CCOC1 (THF). Conditions: time 12 hour. Yields the product FC(OC1=CC=C(C=C1)N1NC(CC1)=O)(F)F (1-(4-Trifluoromethoxyphenyl)-pyrazolidin-3-one). Yield: 36.9%. Reaction SMILES: Cl.[F:2][C:3]([F:14])([F:13])[O:4][C:5]1[CH:10]=[CH:9][C:8]([NH:11][NH2:12])=[CH:7][CH:6]=1.Cl[CH2:16][CH2:17][C:18](Cl)=[O:19].CCN(C(C)C)C(C)C>C1COCC1>[F:2][C:3]([F:13])([F:14])[O:4][C:5]1[CH:6]=[CH:7][C:8]([N:11]2[CH2:16][CH2:17][C:18](=[O:19])[NH:12]2)=[CH:9][CH:10]=1 |f:0.1|. Procedure: The compound was prepared according to Rees and Tsoi Chem. Commun. 2000, 415. A suspension of (4-trifluoromethoxyphenyl)-hydrazine hydrochloride (300 mg, 1.32 mmol, 1.00 eq), 3-chloropropionyl chloride (167 mg, 1.32 mmol, 1.00 eq), and PS-DIEA (1.30 grams (g), 5.28 mmol, 4.00 eq) in THF (20 mL) was stirred at ambient temperature for 12 h. The solution was then filtered, concentrated to dryness, and purified via chromatography (2:2:1, hexane:EtOAc:acetone) to afford the desired intermediate (120 ... Reactants: BrC1=C(CCOCC2=CC=CC=C2)C=CC=C1C (benzyl 2-bromo-3-methylphenethyl ether), C(C)(C)(C)[Li] (tert-butyllithium), Cl (HCl), CN(C=O)C (Dimethylformamide). Run in O1CCCC1 (tetrahydrofuran), O (water), C(C)OCC (diethyl ether). Run at temperature -20 celsius, time 30 minute. Product: C(C1=CC=CC=C1)OCCC1=C(C=O)C(=CC=C1)C (2-[2-(benzyloxy)ethyl]-6-methylbenzaldehyde). Isolated yield 37.4%. RXN SMILES: Br[C:2]1[C:17]([CH3:18])=[CH:16][CH:15]=[CH:14][C:3]=1[CH2:4][CH2:5][O:6][CH2:7][C:8]1[CH:13]=[CH:12][CH:11]=[CH:10][CH:9]=1.C([Li])(C)(C)C.CN(C)[CH:26]=[O:27].Cl>O1CCCC1.C(OCC)C.O>[CH2:7]([O:6][CH2:5][CH2:4][C:3]1[CH:14]=[CH:15][CH:16]=[C:17]([CH3:18])[C:2]=1[CH:26]=[O:27])[C:8]1[CH:13]=[CH:12][CH:11]=[CH:10][CH:9]=1. Procedure details: To a solution of benzyl 2-bromo-3-methylphenethyl ether (3.2 g, 0.0105 mol) in dry tetrahydrofuran in a nitrogen atmosphere at −65° C. was added tert-butyllithium (1.7 M in pentane)(10.5 ml, 0.018 mol) and the mixture was stirred at −20° C. for 30 min. Dimethylformamide (1.5 g, 0.021 mol) was added dropwise at −65° C. and the mixture was stirred at −20° C. for 30 min and at room temperature for 1 h. To the solution was water added carefully and 2M HCl to make it acidic and the mixture was stirre... Reactants: C(C1=CC=CC=C1)ONC(CCCCCCBr)=O (7-bromo-heptanoic acid benzyloxyamide), C1=CC2=C3C(=C1)NS(=O)(=O)C3=CC=C2 (1,8-naphthalenesultam), C([O-])([O-])=O.[K+].[K+] (potassium carbonate). Yields the product C(C1=CC=CC=C1)ONC(CCCCCCN1S(C=2C3=C1C=CC=C3C=CC2)(=O)=O)=O (7-(1,1-dioxo-2H-naphtho[1,8-cd]isothiazol-2-yl)-heptanoic acid benzyloxyamide). As a reaction SMILES: [CH2:1]([O:8][NH:9][C:10](=[O:18])[CH2:11][CH2:12][CH2:13][CH2:14][CH2:15][CH2:16]Br)[C:2]1[CH:7]=[CH:6][CH:5]=[CH:4][CH:3]=1.[CH:19]1[CH:24]=[C:23]2[NH:25][S:26]([C:29]3=[CH:30][CH:31]=[CH:32][C:21](=[C:22]23)[CH:20]=1)(=[O:28])=[O:27].C(=O)([O-])[O-].[K+].[K+]>>[CH2:1]([O:8][NH:9][C:10](=[O:18])[CH2:11][CH2:12][CH2:13][CH2:14][CH2:15][CH2:16][N:25]1[C:23]2[CH:24]=[CH:19][CH:20]=[C:21]3[CH:32]=[CH:31][CH:30]=[C:29]([C:22]=23)[S:26]1(=[O:27])=[O:28])[C:2]1[CH:7]=[CH:6][CH:5]=[CH:4][CH:3]=1 |f:2.3.4|. Procedure details: In a manner analogous to that of example 1(b), 7-bromo-heptanoic acid benzyloxyamide 0.46 g, 1.5 mmol) was reacted with 1,8-naphthalenesultam (0.3 g, 1.5 mmol) in the presence of potassium carbonate (0.2 g, 1.4 mmol) to give 7-(1,1-dioxo-2H-naphtho[1,8-cd]isothiazol-2-yl)-heptanoic acid benzyloxyamide as an amorphous solid (yield 0.4 g, 62%; purified by column chromatography using silica gel and ethyl acetate:heptane=1:1 as an eluent). MS (M+H+)=439. Reactants: CCOC(OCC)OCC, CCO, N#Cc1ccn2ncc(-c3ncc4[nH]c(=O)n(C5CCOCC5)c4n3)c2c1. Yields the product N#Cc1ccn2ncc(-c3ncc4ncn(C5CCOCC5)c4n3)c2c1. Reaction SMILES: [CH2:28]([O:29][CH:30]([O:31][CH2:32][CH3:33])[O:34][CH2:35][CH3:36])[CH3:37].[CH3:38][CH2:39][OH:40].[O:1]=[c:2]1[n:3]([CH:22]2[CH2:23][CH2:24][O:25][CH2:26][CH2:27]2)[c:4]2[n:5][c:6](-[c:11]3[cH:12][n:13][n:14]4[c:15]3[cH:16][c:17]([C:20]#[N:21])[cH:18][cH:19]4)[n:7][cH:8][c:9]2[nH:10]1>>[cH:2]1[n:3]([CH:22]2[CH2:23][CH2:24][O:25][CH2:26][CH2:27]2)[c:4]2[n:5][c:6](-[c:11]3[cH:12][n:13][n:14]4[c:15]3[cH:16][c:17]([C:20]#[N:21])[cH:18][cH:19]4)[n:7][cH:8][c:9]2[n:10]1. Reactants: ClC1=CC=C(COC2=CC(NC=C2)=O)C=C1 (4-((4-chlorobenzyl)oxy)pyridin-2(1H)-one), BrC=1C=CC2=C(N(C(=N2)C2CC2)CC)C1 (6-bromo-2-cyclopropyl-1-ethyl-1H-benzimidazole), CNCCNC (N,N′-dimethylethylenediamine), C([O-])([O-])=O.[K+].[K+] (potassium carbonate). The reagents and catalysts are [Cu](I)I (copper iodide). Solvent: CS(=O)C (DMSO). Run at temperature 120 celsius. Product: ClC1=CC=C(COC2=CC(N(C=C2)C=2C=CC3=C(N(C(=N3)C3CC3)CC)C2)=O)C=C1 (4-((4-Chlorobenzyl)oxy)-1-(2-cyclopropyl-1-ethyl-1H-benzimidazol-6-yl)pyridin-2(1H)-one). Yield: 47.7%. RXN SMILES: [Cl:1][C:2]1[CH:16]=[CH:15][C:5]([CH2:6][O:7][C:8]2[CH:13]=[CH:12][NH:11][C:10](=[O:14])[CH:9]=2)=[CH:4][CH:3]=1.Br[C:18]1[CH:19]=[CH:20][C:21]2[N:25]=[C:24]([CH:26]3[CH2:28][CH2:27]3)[N:23]([CH2:29][CH3:30])[C:22]=2[CH:31]=1.CNCCNC.C(=O)([O-])[O-].[K+].[K+]>[Cu](I)I.CS(C)=O>[Cl:1][C:2]1[CH:16]=[CH:15][C:5]([CH2:6][O:7][C:8]2[CH:13]=[CH:12][N:11]([C:18]3[CH:19]=[CH:20][C:21]4[N:25]=[C:24]([CH:26]5[CH2:27][CH2:28]5)[N:23]([CH2:29][CH3:30])[C:22]=4[CH:31]=3)[C:10](=[O:14])[CH:9]=2)=[CH:4][CH:3]=1 |f:3.4.5|. Procedure: The mixture of 4-((4-chlorobenzyl)oxy)pyridin-2(1H)-one (100 mg), 6-bromo-2-cyclopropyl-1-ethyl-1H-benzimidazole (124 mg), copper iodide (81 mg), N,N′-dimethylethylenediamine (0.048 ml), potassium carbonate (147 mg) and DMSO (2.5 ml) was heated 120° C. for 1 h under microwave irradiation. The mixture was quenched with 28% NH3 solution at room temperature and extracted with EtOAc. The organic layer was separated, washed with brine, dried over MgSO4 and concentrated in vacuo. The residue was purif... Reactants: C(CCCCCCCCCCCCCCCCCCCCC)(=O)OC (methyl behenate), O1CCN(CC1)CCO (2-morpholinoethanol). Reagents/catalysts: C[O-].[Na+] (sodium methoxide). Solvent: C1(=CC=CC=C1)C (toluene). The product is C(CCCCCCCCCCCCCCCCCCCCC)(=O)OCCN1CCOCC1 ((2-morpholinoethyl) behenate). Yield: 90.9%. As a reaction SMILES: [C:1]([O:24][CH3:25])(=[O:23])[CH2:2][CH2:3][CH2:4][CH2:5][CH2:6][CH2:7][CH2:8][CH2:9][CH2:10][CH2:11][CH2:12][CH2:13][CH2:14][CH2:15][CH2:16][CH2:17][CH2:18][CH2:19][CH2:20][CH2:21][CH3:22].[O:26]1[CH2:31][CH2:30][N:29]([CH2:32]CO)[CH2:28][CH2:27]1>C[O-].[Na+].C1(C)C=CC=CC=1>[C:1]([O:24][CH2:25][CH2:32][N:29]1[CH2:30][CH2:31][O:26][CH2:27][CH2:28]1)(=[O:23])[CH2:2][CH2:3][CH2:4][CH2:5][CH2:6][CH2:7][CH2:8][CH2:9][CH2:10][CH2:11][CH2:12][CH2:13][CH2:14][CH2:15][CH2:16][CH2:17][CH2:18][CH2:19][CH2:20][CH2:21][CH3:22] |f:2.3|. Reported procedure: A mixture of 35.5 g of methyl behenate (18), 19.7 g of 2-morpholinoethanol (17), 270 mg of sodium methoxide and 150 g of toluene was heated under reflux for 6 hours while distilling off the methanol resulting from the reaction. The reaction solution was cooled. By standard aqueous work-up and distilling off toluene, 41.3 g of (2-morpholinoethyl) behenate (Quencher 2) was obtained (yield 91%).